describe an organic reaction: reactants, conditions, products, and yield From a dataset of the Open Reaction Database (ORD), a public repository of structured organic reaction records. Starting materials: C1C(O1)CO (glycidol), OC1=CC=C(C=CC(=O)O)C=C1 (p-hydroxy cinnamic acid), [OH-].[Na+] (sodium hydroxide), N#N (N2), Cl (hydrochloric acid). The solvent is OCC(O)CO (glycerin), CS(=O)C (DMSO). Run at time 2 hour. Yields the product C(C=CC1=CC=CC=C1)(=O)O (cinnamic acid). RXN SMILES: O[C:2]1[CH:12]=[CH:11][C:5]([CH:6]=[CH:7][C:8]([OH:10])=[O:9])=[CH:4][CH:3]=1.[OH-].[Na+].N#N.C1OC1CO.Cl>CS(C)=O.OCC(CO)O>[C:8]([OH:10])(=[O:9])[CH:7]=[CH:6][C:5]1[CH:4]=[CH:3][CH:2]=[CH:12][CH:11]=1 |f:1.2|. Procedure: 8.719 g of p-hydroxy cinnamic acid was dissolved in 10 ml of DMSO, and 100 mg of sodium hydroxide was added. The mixture was stirred and heated to 90° C. under a flow of N2 gas. 19.7 g of glycidol was added gradually, heating and agitation was carried out for 2 hours, neutralized by adding hydrochloric acid and then the adduct of cinnamic acid and glycerin was obtained. The reactants are [Cl-].[NH4+] (ammonium chloride), COC(CCNC1=C(C=C(C=C1)Cl)Cl)=O (N-(2,4-dichlorophenyl)-β-alanine methyl ester), CN=C=O (methyl isocyanate), C(CCC)[Li] (n-butyl lithium). Run in O1CCCC1 (tetrahydrofuran). Conditions: time 1 hour. Product: ClC1=C(C=CC(=C1)Cl)N1C(=O)N(C(=O)CC1)C (1-(2,4-dichlorophenyl)-3-methyldihydrouracil). Yield: 16.1%. As a reaction SMILES: CO[C:3](=[O:15])[CH2:4][CH2:5][NH:6][C:7]1[CH:12]=[CH:11][C:10]([Cl:13])=[CH:9][C:8]=1[Cl:14].C([Li])CCC.[CH3:21][N:22]=[C:23]=[O:24].[Cl-].[NH4+]>O1CCCC1>[Cl:14][C:8]1[CH:9]=[C:10]([Cl:13])[CH:11]=[CH:12][C:7]=1[N:6]1[CH2:5][CH2:4][C:3](=[O:15])[N:22]([CH3:21])[C:23]1=[O:24] |f:3.4|. Procedure: At first, 7.44 g (0.03 moles) of N-(2,4-dichlorophenyl)-β-alanine methyl ester was dissolved in 150 ml of tetrahydrofuran (THF), and 19.2 ml (0.03 moles) of n-butyl lithium was added thereto at -78° C. Several minutes thereafter, 5.4 ml (0.045 moles) of methyl isocyanate was added thereto. The mixture was stirred at the same temperature for one hour, a saturated aqueous ammonium chloride solution was added thereto, and the mixture was extracted with ethyl acetate. The ethyl acetate layer was was... Reactants: C(C)(C)(C)OC(C=C1CCC(CC1)N1CCC(=CC1)C=1CN(C=C2C3=C4C(C=CC4=NNC21)=CC(=C3)F)C)=O (tert-butyl{4-[4-(10-fluoro-7-methyl-6,7-dihydro-4H-3,4,7-triazadibenzo[cd,f]azulen-5-yl)-3,6-dihydropyridin-1(2H)-yl]cyclohexylidene}acetate), ClCCl.FC(C(=O)O)(F)F (dichloromethane trifluoroacetic acid). The product is FC1=CC2=C3C(C=CC3=NNC=3C2=CN(CC3C=3CCN(CC3)C3CCC(CC3)=CC(=O)O)C)=C1 ({4-[4-(10-fluoro-7-methyl-6,7-dihydro-4H-3,4,7-triazadibenzo[cd,f]azulen-5-yl)-3,6-dihydropyridin-1(2H)-yl]cyclohexylidene}acetic acid), bis-trifluroacetic acid. As a reaction SMILES: C([O:5][C:6](=[O:39])[CH:7]=[C:8]1[CH2:13][CH2:12][CH:11]([N:14]2[CH2:19][CH:18]=[C:17]([C:20]3[CH2:21][N:22]([CH3:38])[CH:23]=[C:24]4[C:33]=3[NH:32][N:31]=[C:30]3[C:26]5[C:27](=[CH:34][C:35]([F:37])=[CH:36][C:25]4=5)[CH:28]=[CH:29]3)[CH2:16][CH2:15]2)[CH2:10][CH2:9]1)(C)(C)C.ClCCl.FC(F)(F)C(O)=O>>[F:37][C:35]1[CH:34]=[C:27]2[CH:28]=[CH:29][C:30]3=[N:31][NH:32][C:33]4[C:24](=[CH:23][N:22]([CH3:38])[CH2:21][C:20]=4[C:17]4[CH2:18][CH2:19][N:14]([CH:11]5[CH2:10][CH2:9][C:8](=[CH:7][C:6]([OH:39])=[O:5])[CH2:13][CH2:12]5)[CH2:15][CH:16]=4)[C:25](=[C:26]23)[CH:36]=1 |f:1.2|. Reported procedure: A mixture of Example 175B (90 mg, 0.119 mmol) in 1:1 dichloromethane/trifluoroacetic acid (0.6 mL) was stirred at room temperature for 3 hours. The reaction mixture was concentrated in vacuo to provide the title compound as bis-trifluroacetic acid salt. 1H NMR (400 MHz, Pyridine-d5) δ 1.68-2.43 (m, 8H), 2.99 (s, 3H), 3.18-3.61 (m, 4H), 4.05 (d, J=3.7 Hz, 2H), 4.32-4.47 (m, 3H), 5.93-6.15 (m, 2H), 7.15-7.32 (m, 2H), 7.44 (d, J=5.2 Hz, 1H), 7.88 (dd, J=10.4, 3.0 Hz, 1H), 8.63 (d, J=5.2 Hz, 1H), 12... The reactants are C(C)(C)(C)OC(=O)CN[C@@H](COCC(=O)O)CC1=CC=CC=C1 (((2R)-2-((tert-Butoxycarbonyl)methylamino)-3-phenylpropoxy)acetic acid), ON1N=NC2=C1N=CC=C2 (1-hydroxy-7-azabenzotriazole), solution, CNC (dimethylamine), C(C)O (ethanol), Cl.C(C)N=C=NCCCN(C)C (N-ethyl-N'-(3-dimethylaminopropyl)carbodiimide hydrochloride). Run in CN(C=O)C (N,N-dimethylformamide), C(C)(=O)OCC (ethyl acetate), O (Water). Reaction conditions: temperature 0 celsius, time 30 minute. Product: CN(C(COC[C@@H](CC1=CC=CC=C1)NC)=O)C (N,N-dimethyl-2-((2R)-2-methylamino-3-phenylpropoxy)acetamide). Isolated yield 49.1%. As a reaction SMILES: C(OC([CH2:8][NH:9][C@H:10]([CH2:17][C:18]1[CH:23]=[CH:22][CH:21]=[CH:20][CH:19]=1)[CH2:11][O:12][CH2:13][C:14](O)=[O:15])=O)(C)(C)C.ON1[C:29]2[N:30]=[CH:31]C=CC=2N=N1.Cl.C(N=C=NCCCN(C)C)C.CNC.C(O)C>CN(C)C=O.C(OCC)(=O)C.O>[CH3:29][N:30]([CH3:31])[C:14](=[O:15])[CH2:13][O:12][CH2:11][C@H:10]([NH:9][CH3:8])[CH2:17][C:18]1[CH:23]=[CH:22][CH:21]=[CH:20][CH:19]=1 |f:2.3|. Reported procedure: ((2R)-2-((tert-Butoxycarbonyl)methylamino)-3-phenylpropoxy)acetic acid (0.37 g, 1.14 mmol) and 1-hydroxy-7-azabenzotriazole (0.26 g, 1.14 mmol) were dissolved in N,N-dimethylformamide (7 ml). N-ethyl-N'-(3-dimethylaminopropyl)carbodiimide hydrochloride (0.26 g, 1.37 mmol) was added. The solution was stirred for 30 min. A 33% solution of dimethylamine in ethanol (0.33 ml, 1.26 mmol) was added. The solution was stirred over night. Water (20 ml) and ethyl acetate (15 ml) were added. The organic pha... Reactants: C(#N)CC1(CCC1)C(=O)O (1-(Cyanomethyl)cyclobutanecarboxylic acid), TEA, C=1C=CC(=CC1)P(=O)(C=2C=CC=CC2)N=[N+]=[N-] (DPPA), ClC=1C=C(C=CC1F)C1=NN2C(CNCC2)=C1C(=O)N (2-(3-Chloro-4-fluorophenyl)-4,5,6,7-tetrahydropyrazolo[1,5-a]pyrazine-3-carboxamide), C1CCOC1 (THF). Run in C1(=CC=CC=C1)C (toluene). Reaction conditions: temperature 90 celsius, time 2 hour. Yields the product ClC=1C=C(C=CC1F)C1=NN2C(CN(CC2)C(=O)NC2(CCC2)CC#N)=C1C(=O)N (2-(3-Chloro-4-fluorophenyl)-N5-(1-(cyanomethyl)cyclobutyl)-6,7-dihydro pyrazolo[1,5-a]pyrazine-3,5(4H)-dicarboxamide). Yield: 32.0%. RXN SMILES: [C:1]([CH2:3][C:4]1(C(O)=O)[CH2:7][CH2:6][CH2:5]1)#[N:2].C1C=CC(P([N:25]=[N+]=[N-])(C2C=CC=CC=2)=O)=CC=1.[Cl:28][C:29]1[CH:30]=[C:31]([C:36]2[C:44]([C:45]([NH2:47])=[O:46])=[C:39]3[CH2:40][NH:41][CH2:42][CH2:43][N:38]3[N:37]=2)[CH:32]=[CH:33][C:34]=1[F:35].C1[CH2:52][O:51]CC1>C1(C)C=CC=CC=1>[Cl:28][C:29]1[CH:30]=[C:31]([C:36]2[C:44]([C:45]([NH2:47])=[O:46])=[C:39]3[CH2:40][N:41]([C:52]([NH:25][C:4]4([CH2:3][C:1]#[N:2])[CH2:5][CH2:6][CH2:7]4)=[O:51])[CH2:42][CH2:43][N:38]3[N:37]=2)[CH:32]=[CH:33][C:34]=1[F:35]. Reported procedure: To a stirred solution of Intermediate 220C (0.020 g, 0.145 mmol) in toluene (0.5 mL) was added TEA (0.081 mL, 0.578 mmol), DPPA (0.078 mL, 0.361 mmol) and the reaction mixture was warmed to 90° C. and stirred for 2 h. The reaction mixture was cooled to RT and to it was added a solution of Intermediate 185B (0.040 g, 0.145 mmol) in THF (0.5 mL) and stirred at RT for 16 h. The reaction mixture was quenched with a 10% aqueous solution of NaHCO3 and extracted with EtOAc (3×10 mL) The combined organi... Reactants: O=C(CCl)NC1COc2ccccc2C1O, Cl, [H-], [Na+], C1CCOC1, O. Product: O=C1COC2c3ccccc3OCC2N1. As a reaction SMILES: [Cl:3][CH2:4][C:5](=[O:6])[NH:7][CH:8]1[CH2:9][O:10][c:11]2[cH:12][cH:13][cH:14][cH:15][c:16]2[CH:17]1[OH:18].[ClH:20].[H-:1].[Na+:2].[O:21]1[CH2:22][CH2:23][CH2:24][CH2:25]1.[OH2:19]>>[CH2:4]1[C:5](=[O:6])[NH:7][CH:8]2[CH2:9][O:10][c:11]3[cH:12][cH:13][cH:14][cH:15][c:16]3[CH:17]2[O:18]1. Reactants: C=CCBr, C1CCOC1, ClCCl, O=C1Nc2ccc(Cl)cc2C(c2ccccc2)=NC1F, [H-], [H][H], [Na+], O. The product is C=CCN1C(=O)C(F)N=C(c2ccccc2)c2cc(Cl)ccc21. As a reaction SMILES: [Br:21][CH2:22][CH:23]=[CH2:24].[CH2:29]1[O:30][CH2:31][CH2:32][CH2:33]1.[CH2:34]([Cl:35])[Cl:36].[F:1][CH:2]1[C:3](=[O:20])[NH:4][c:5]2[c:6]([cH:15][c:16]([Cl:19])[cH:17][cH:18]2)[C:7]([c:9]2[cH:10][cH:11][cH:12][cH:13][cH:14]2)=[N:8]1.[H-:25].[H:27][H:28].[Na+:26].[OH2:37]>>[F:1][CH:2]1[C:3](=[O:20])[N:4]([CH2:24][CH:23]=[CH2:22])[c:5]2[c:6]([cH:15][c:16]([Cl:19])[cH:17][cH:18]2)[C:7]([c:9]2[cH:10][cH:11][cH:12][cH:13][cH:14]2)=[N:8]1.